describe an organic reaction: reactants, conditions, products, and yield From a dataset of the Open Reaction Database (ORD), a public repository of structured organic reaction records. The reactants are CO, [N-]=[N+]=NC1CCCc2cccnc21. The product is NC1CCCc2cccnc21. RXN SMILES: [CH3:14][OH:15].[N:1](=[N+:2]=[N-:3])[CH:4]1[CH2:5][CH2:6][CH2:7][c:8]2[cH:9][cH:10][cH:11][n:12][c:13]21>>[NH2:1][CH:4]1[CH2:5][CH2:6][CH2:7][c:8]2[cH:9][cH:10][cH:11][n:12][c:13]21. Starting materials: FC1=NC=C(C(=C1)I)C (2-fluoro-4-iodo-5-methyl-pyridine), C1CCOC1 (THF), S1C2=C(C=C1)C=CC=C2B2OC(C(O2)(C)C)(C)C (2-benzo[b]thiophen-7-yl-4,4,5,5-tetramethyl-[1,3,2]dioxaborolane), C([O-])([O-])=O.[Na+].[Na+] (sodium carbonate). The reagents and catalysts are C(C)(C)(C)P(C1=C(C=CC=C1)C1=CC=CC=C1)C(C)(C)C (2-(di-tert-butylphos-phino)biphenyl), C1=CC=C(C=C1)P([C-]2C=CC=C2)C3=CC=CC=C3.C1=CC=C(C=C1)P([C-]2C=CC=C2)C3=CC=CC=C3.Cl[Pd]Cl.[Fe+2] (Pd(dppf)Cl2). Run in C(Cl)(Cl)Cl.C(C)(C)O (chloroform isopropyl alcohol). Conditions: temperature 100 celsius. The product is S1C2=C(C=C1)C=CC=C2C2=CC(=NC=C2C)F (4-Benzo[b]thiophen-7-yl-2-fluoro-5-methyl-pyridine). The yield is 82.2%. As a reaction SMILES: [F:1][C:2]1[CH:7]=[C:6](I)[C:5]([CH3:9])=[CH:4][N:3]=1.[S:10]1[CH:14]=[CH:13][C:12]2[CH:15]=[CH:16][CH:17]=[C:18](B3OC(C)(C)C(C)(C)O3)[C:11]1=2.C(=O)([O-])[O-].[Na+].[Na+].C1COCC1>C(Cl)(Cl)Cl.C(O)(C)C.C1C=CC(P(C2C=CC=CC=2)[C-]2C=CC=C2)=CC=1.C1C=CC(P(C2C=CC=CC=2)[C-]2C=CC=C2)=CC=1.Cl[Pd]Cl.[Fe+2].C(P(C(C)(C)C)C1C=CC=CC=1C1C=CC=CC=1)(C)(C)C>[S:10]1[CH:14]=[CH:13][C:12]2[CH:15]=[CH:16][CH:17]=[C:18]([C:6]3[C:5]([CH3:9])=[CH:4][N:3]=[C:2]([F:1])[CH:7]=3)[C:11]1=2 |f:2.3.4,6.7,8.9.10.11|. Procedure: In a flask, combine 2-fluoro-4-iodo-5-methyl-pyridine (355 mg, 1.5 mmol), 2-benzo[b]thiophen-7-yl-4,4,5,5-tetramethyl-[1,3,2]dioxaborolane (282 mg, 1.8 mmol), Pd(dppf)Cl2 (61 mg, 0.07 mmol), 2-(di-tert-butylphos-phino)biphenyl (13 mg, 0.04 mmol), sodium carbonate (2 M, 1.5 mL, 3 mmol) and THF (10 mL). Heat the mixture at 100° C. for 3 h in an oil bath. Dilute the mixture with chloroform/IPA (3/1). Wash the solution with aqueous saturated sodium chloride. Dry over sodium sulfate. Concentrate in v... RXN SMILES: [CH2:1]([NH:8][C:9]1[CH:10]=[C:11]([CH:17]=[C:18]([S:35](=[O:38])(=[O:37])[NH2:36])[C:19]=1[O:20][C:21]1[CH:26]=[CH:25][C:24]([O:27][CH2:28][C:29]2[CH:34]=[CH:33][CH:32]=[CH:31][CH:30]=2)=[CH:23][CH:22]=1)[C:12]([O:14]CC)=[O:13])[C:2]1[CH:7]=[CH:6][CH:5]=[CH:4][CH:3]=1.Cl>[OH-].[Na+]>[CH2:1]([NH:8][C:9]1[CH:10]=[C:11]([CH:17]=[C:18]([S:35](=[O:38])(=[O:37])[NH2:36])[C:19]=1[O:20][C:21]1[CH:26]=[CH:25][C:24]([O:27][CH2:28][C:29]2[CH:30]=[CH:31][CH:32]=[CH:33][CH:34]=2)=[CH:23][CH:22]=1)[C:12]([OH:14])=[O:13])[C:2]1[CH:3]=[CH:4][CH:5]=[CH:6][CH:7]=1 |f:2.3|. Starting materials: C(C1=CC=CC=C1)NC=1C=C(C(=O)OCC)C=C(C1OC1=CC=C(C=C1)OCC1=CC=CC=C1)S(N)(=O)=O (ethyl 3-benzylamino-4-(4-benzyloxyphenoxy)-5-sulphamyl-benzoate), Cl (hydrochloric acid). Reported procedure: A solution of ethyl 3-benzylamino-4-(4-benzyloxyphenoxy)-5-sulphamyl-benzoate (2 g) in 1N sodium hydroxide (45 ml) was left standing at room temperature for 40 hours. Then the reaction mixture was adjusted to a pH of 2.5 by addition of 4N hydrochloric acid. The precipitated 3-benzylamino-4-(4-benzyloxyphenoxy)-5-sulphamyl-benzoic acid was isolated by filtration and recrystallized from aqueous ethanol. After drying, the compound was obtained with a melting point of 249°-251°C. Yields the product C(C1=CC=CC=C1)NC=1C=C(C(=O)O)C=C(C1OC1=CC=C(C=C1)OCC1=CC=CC=C1)S(N)(=O)=O (3-benzylamino-4-(4-benzyloxyphenoxy)-5-sulphamyl-benzoic acid). The solvent is [OH-].[Na+] (sodium hydroxide). Reaction conditions: time 40 hour. The reactants are COc1ccc2c(Oc3ccc4c(C(=O)O)cccc4c3)ccnc2c1, Nc1ccc(F)cc1N. Product: COc1ccc2c(Oc3ccc4c(C(=O)Nc5ccc(F)cc5N)cccc4c3)ccnc2c1. RXN SMILES: [CH3:1][O:2][c:3]1[cH:4][cH:5][c:6]2[c:7]([O:13][c:14]3[cH:15][c:16]4[cH:17][cH:18][cH:19][c:20]([C:24](=[O:25])[OH:26])[c:21]4[cH:22][cH:23]3)[cH:8][cH:9][n:10][c:11]2[cH:12]1.[F:27][c:28]1[cH:29][c:30]([NH2:35])[c:31]([NH2:34])[cH:32][cH:33]1>>[CH3:1][O:2][c:3]1[cH:4][cH:5][c:6]2[c:7]([O:13][c:14]3[cH:15][c:16]4[cH:17][cH:18][cH:19][c:20]([C:24](=[O:25])[NH:34][c:31]5[c:30]([NH2:35])[cH:29][c:28]([F:27])[cH:33][cH:32]5)[c:21]4[cH:22][cH:23]3)[cH:8][cH:9][n:10][c:11]2[cH:12]1.